This data is from the Open Reaction Database (ORD), a public repository of structured organic reaction records. The task is: describe an organic reaction: reactants, conditions, products, and yield Reactants: C=CCC(CC=C)(CCC1CCCC(O[Si](c2ccccc2)(c2ccccc2)C(C)(C)C)C1)C(=O)OC(C)(C)C, ClCCl. Yields the product CC(C)(C)OC(=O)C1(CCC2CCCC(O[Si](c3ccccc3)(c3ccccc3)C(C)(C)C)C2)CC=CC1. Reaction SMILES: [CH2:1]([CH:2]=[CH2:3])[C:4]([C:5](=[O:6])[O:7][C:8]([CH3:9])([CH3:10])[CH3:11])([CH2:12][CH:13]=[CH2:14])[CH2:15][CH2:16][CH:17]1[CH2:18][CH:19]([O:23][Si:24]([c:25]2[cH:26][cH:27][cH:28][cH:29][cH:30]2)([c:31]2[cH:32][cH:33][cH:34][cH:35][cH:36]2)[C:37]([CH3:38])([CH3:39])[CH3:40])[CH2:20][CH2:21][CH2:22]1.[Cl:41][CH2:42][Cl:43]>>[CH2:1]1[C:4]([C:5](=[O:6])[O:7][C:8]([CH3:9])([CH3:10])[CH3:11])([CH2:15][CH2:16][CH:17]2[CH2:18][CH:19]([O:23][Si:24]([c:25]3[cH:26][cH:27][cH:28][cH:29][cH:30]3)([c:31]3[cH:32][cH:33][cH:34][cH:35][cH:36]3)[C:37]([CH3:38])([CH3:39])[CH3:40])[CH2:20][CH2:21][CH2:22]2)[CH2:12][CH:13]=[CH:14]1. Reactants: C1(=CC=CC=C1)O (phenol), C1(=CC=CC=C1)S(=O)(=O)O (benzenesulfonic acid), resin, C1(O)=CC(O)=CC=C1 (resorcinol), CC(=O)C (acetone). Procedure details: 7.56 g of phenol (0.08 mol) and 0.56 g of benzenesulfonic acid (0.0035 mol) and 2.5 g of the resin prepared according to Example 4 (0.01 mol of resorcinol) were charged into a 30 ml reactor fitted with a magnetic stirrer. The reaction mixture was heated to 50°. When the temperature of the reaction mixture had reached 50° C., 0.58 g of acetone (0.01 mol) was introduced very rapidly with the aid of a syringe. Samples withdrawn at various time intervals were assayed by high performance liquid chrom... Yields the product OC1=CC=C(C=C1)C(C)(C)C1=CC=C(C=C1)O (bisphenol A). Reaction SMILES: [C:1]1([OH:7])[CH:6]=[CH:5][CH:4]=[CH:3][CH:2]=1.[C:8]1(S(O)(=O)=O)[CH:13]=CC=C[CH:9]=1.[C:18]1([CH:25]=[CH:24][CH:23]=[C:21]([OH:22])[CH:20]=1)O.CC(C)=O>>[OH:7][C:1]1[CH:6]=[CH:5][C:4]([C:8]([C:25]2[CH:24]=[CH:23][C:21]([OH:22])=[CH:20][CH:18]=2)([CH3:13])[CH3:9])=[CH:3][CH:2]=1. Reactants: O=C1OC(Br)c2cc(Br)ccc21, [Na+], [OH-], O. The product is O=Cc1cc(Br)ccc1C(=O)O. Reaction SMILES: [Br:1][CH:2]1[O:3][C:4](=[O:12])[c:5]2[cH:6][cH:7][c:8]([Br:11])[cH:9][c:10]21.[Na+:14].[OH-:13].[OH2:15]>>[CH:2]([c:10]1[c:5]([C:4]([OH:3])=[O:12])[cH:6][cH:7][c:8]([Br:11])[cH:9]1)=[O:13]. Reactants: C(C(=O)Cl)(=O)Cl (oxalyl chloride), cephem, C(C1=CC=CC=C1)(C1=CC=CC=C1)(C1=CC=CC=C1)NC=1SC=C(N1)/C(/C(=O)O)=N/O[C@@H]1C(NCC1)=O ((Z)-2-(2-tritylaminothiazol-4-yl)-2-[((3S)-2-pyrrolidon-3-yl)oxyimino]acetic acid), C1(=C(C(=C(C(=C1F)F)F)N)F)N.Cl.Cl (dihydrochloride), N[C@H]1[C@@H]2N(C(=C(CS2)C[N+]2=CC=CC=C2)C(=O)[O-])C1=O ((6R, 7R)-7-amino-3-(1-pyridiniomethyl)-3-cephem-4-carboxylate), C/C(=N\[Si](C)(C)C)/O[Si](C)(C)C (N,O-bis(trimethylsilyl)acetamide). Run in C(Cl)(Cl)Cl (chloroform), CN(C=O)C (dimethylformamide), C(Cl)(Cl)Cl (chloroform), C(C)N(CC)CC (triethylamine), O (water), C(Cl)(Cl)Cl (chloroform), C(Cl)(Cl)Cl (chloroform). Run at time 15 minute. Product: NC=1SC=C(N1)/C(/C(=O)N[C@H]1[C@@H]2N(C(=C(CS2)C[N+]2=CC=CC=C2)C(=O)[O-])C1=O)=N/O[C@@H]1C(NCC1)=O ((6R, 7R)-7-{(Z)-2-(2-aminothiazol-4-yl)-2-[((3S)-2-pyrrolidon-3-yl)oxyimino]acetamido}-3-(1-pyridiniomethyl)-3-cephem-4-carboxylate). As a reaction SMILES: C(Cl)(=O)C(Cl)=O.C([NH:26][C:27]1[S:28][CH:29]=[C:30](/[C:32](=[N:36]/[O:37][C@H:38]2[CH2:42][CH2:41][NH:40][C:39]2=[O:43])/[C:33]([OH:35])=O)[N:31]=1)(C1C=CC=CC=1)(C1C=CC=CC=1)C1C=CC=CC=1.[NH2:44][C@@H:45]1[C:62](=[O:63])[N:47]2[C:48]([C:59]([O-:61])=[O:60])=[C:49]([CH2:52][N+:53]3[CH:58]=[CH:57][CH:56]=[CH:55][CH:54]=3)[CH2:50][S:51][C@H:46]12.C1(N)C(F)=C(F)C(F)=C(N)C=1F.Cl.Cl.C/C(/O[Si](C)(C)C)=N\[Si](C)(C)C>C(Cl)(Cl)Cl.O.C(N(CC)CC)C.CN(C)C=O>[NH2:26][C:27]1[S:28][CH:29]=[C:30](/[C:32](=[N:36]/[O:37][C@H:38]2[CH2:42][CH2:41][NH:40][C:39]2=[O:43])/[C:33]([NH:44][C@@H:45]2[C:62](=[O:63])[N:47]3[C:48]([C:59]([O-:61])=[O:60])=[C:49]([CH2:52][N+:53]4[CH:54]=[CH:55][CH:56]=[CH:57][CH:58]=4)[CH2:50][S:51][C@H:46]23)=[O:35])[N:31]=1 |f:3.4.5|. Procedure: 1.81 g of oxalyl chloride are added at 5° to 0° C. to 45 ml of chloroform containing 1.15 ml of dimethylformamide, and the mixture is stirred at the same temperature for 15 minutes. A solution of 4.90 g of (Z)-2-(2-tritylaminothiazol-4-yl)-2-[((3S)-2-pyrrolidon-3-yl)oxyimino]acetic acid and 0.97 g of triethylamine in 45 ml of chloroform is added to said mixture at -30° C. The mixture is stirred at the same temperature for 5 minutes. Then, a solution of (6R, 7R)-7-amino-3-(1-pyridiniomethyl)-3-ce... Starting materials: OCCOC1CCCCCCCCCCC1 (2-hydroxyethyl-cyclododecyl-ether), S(=O)(=O)(OC)OC (dimethyl sulfate), [OH-].[Na+] (sodium hydroxide), [NH2-].[Na+] (sodium amide), alcoholate. Solvent: C=1(C(=CC=CC1)C)C (xylene), C=1(C(=CC=CC1)C)C (xylene). Conditions: time 1 hour. Product: COCCOC1CCCCCCCCCCC1 (2-Methoxyethyl-cyclododecyl-Ether). RXN SMILES: [NH2-].[Na+].[OH:3][CH2:4][CH2:5][O:6][CH:7]1[CH2:18][CH2:17][CH2:16][CH2:15][CH2:14][CH2:13][CH2:12][CH2:11][CH2:10][CH2:9][CH2:8]1.S(OC)(O[CH3:23])(=O)=O.[OH-].[Na+]>C1(C)C(C)=CC=CC=1>[CH3:23][O:3][CH2:4][CH2:5][O:6][CH:7]1[CH2:18][CH2:17][CH2:16][CH2:15][CH2:14][CH2:13][CH2:12][CH2:11][CH2:10][CH2:9][CH2:8]1 |f:0.1,4.5|. Reported procedure: 25 g of sodium amide was introduced into 150 ml of xylene and heated to boiling under agitation. Within one hour, 114 g (0.5 mol) of 2-hydroxyethyl-cyclododecyl-ether, dissolved in 750 ml of xylene, was allowed to drip into the boiling suspension. To complete the alcoholate formation, the mixture was heated under reflux for another two hours. Thereafter 44 g (0.35 mol) of dimethyl sulfate was added dropwise and the reaction mixture heated under reflux for another four hours. Then, the reaction m...